Dataset: the Open Reaction Database (ORD), a public repository of structured organic reaction records. Task: describe an organic reaction: reactants, conditions, products, and yield The reactants are C1(=CC=CC=C1)C1CN(C(O1)=O)C1=CC=C(C=C1)B1OC(C(O1)(C)C)(C)C (5-phenyl-3-[4-(4,4,5,5-tetramethyl-1,3,2-dioxaborolan-2-yl)phenyl]-1,3-oxazolan-2-one), IC1=NN(C2=NC=NC(=C21)N)[C@@H]2CC[C@@H](CC2)N2CCN(CC2)C (cis-3-iodo-1-[4-(4-methylpiperazino)-cyclohexyl]-1H-pyrazolo[3,4-d]pyrimidin-4-amine), tetrakis-(triphenylphosphine)palladium, O.C([O-])([O-])=O.[Na+].[Na+] (sodium carbonate monohydrate). Solvent: COCCOC (ethylene glycol dimethyl ether), O (water). Product: C(C)(=O)O.NC1=C2C(=NC=N1)N(N=C2C2=CC=C(C=C2)N2C(OC(C2)C2=CC=CC=C2)=O)[C@@H]2CC[C@@H](CC2)N2CCN(CC2)C (cis-3-(4-{4-amino-1-[4-(4-methylpiperazino)cyclohexyl]-1H-pyrazolo[3,4-d]pyrimidin-3-yl}phenyl)-5-phenyl-1,3-oxazolan-2-one acetate). The yield is 62.4%. As a reaction SMILES: [C:1]1([CH:7]2[O:11][C:10](=[O:12])[N:9]([C:13]3[CH:18]=[CH:17][C:16](B4[O:23][C:22]([CH3:25])(C)C(C)(C)O4)=[CH:15][CH:14]=3)[CH2:8]2)[CH:6]=[CH:5][CH:4]=[CH:3][CH:2]=1.I[C:29]1[C:37]2[C:32](=[N:33][CH:34]=[N:35][C:36]=2[NH2:38])[N:31]([C@H:39]2[CH2:44][CH2:43][C@@H:42]([N:45]3[CH2:50][CH2:49][N:48]([CH3:51])[CH2:47][CH2:46]3)[CH2:41][CH2:40]2)[N:30]=1.O.C(=O)([O-])[O-:54].[Na+].[Na+]>COCCOC.O>[C:22]([OH:54])(=[O:23])[CH3:25].[NH2:38][C:36]1[N:35]=[CH:34][N:33]=[C:32]2[N:31]([C@H:39]3[CH2:44][CH2:43][C@@H:42]([N:45]4[CH2:46][CH2:47][N:48]([CH3:51])[CH2:49][CH2:50]4)[CH2:41][CH2:40]3)[N:30]=[C:29]([C:16]3[CH:15]=[CH:14][C:13]([N:9]4[CH2:8][CH:7]([C:1]5[CH:2]=[CH:3][CH:4]=[CH:5][CH:6]=5)[O:11][C:10]4=[O:12])=[CH:18][CH:17]=3)[C:37]=12 |f:2.3.4.5,8.9|. Reported procedure: A mixture of 5-phenyl-3-[4-(4,4,5,5-tetramethyl-1,3,2-dioxaborolan-2-yl)phenyl]-1,3-oxazolan-2-one (0.085 g, 0.000233 mol), cis-3-iodo-1-[4-(4-methylpiperazino)-cyclohexyl]-1H-pyrazolo[3,4-d]pyrimidin-4-amine (0.086 g, 0.000194 mol), tetrakis-(triphenylphosphine)palladium (0.013 g, 0.000012 mol) and sodium carbonate monohydrate (0.060 g, 0.000485 mol) was heated in a mixture of ethylene glycol dimethyl ether (5 mL) and water (3 mL) at 80° C. for sixteen hours under an atmosphere of nitrogen. The... The reactants are ClC1=C(C=C(CN2CCC(CC2)N)C=C1)OCC (1-(4-chloro-3-ethoxy-benzyl)piperidin-4-ylamine), CS(=O)(=O)C=1C=C(C(=O)O)C=CC1 (3-methylsulfonyl benzoic acid). The product is ClC1=C(C=C(CN2CCC(CC2)NC(C2=CC(=CC=C2)S(=O)(=O)C)=O)C=C1)OCC (N-[1-(4-Chloro-3-ethoxy-benzyl)piperidin-4-yl]-3-methanesulfonylbenzamide). The yield is 49.0%. RXN SMILES: [Cl:1][C:2]1[CH:15]=[CH:14][C:5]([CH2:6][N:7]2[CH2:12][CH2:11][CH:10]([NH2:13])[CH2:9][CH2:8]2)=[CH:4][C:3]=1[O:16][CH2:17][CH3:18].[CH3:19][S:20]([C:23]1[CH:24]=[C:25]([CH:29]=[CH:30][CH:31]=1)[C:26](O)=[O:27])(=[O:22])=[O:21]>>[Cl:1][C:2]1[CH:15]=[CH:14][C:5]([CH2:6][N:7]2[CH2:12][CH2:11][CH:10]([NH:13][C:26](=[O:27])[C:25]3[CH:29]=[CH:30][CH:31]=[C:23]([S:20]([CH3:19])(=[O:22])=[O:21])[CH:24]=3)[CH2:9][CH2:8]2)=[CH:4][C:3]=1[O:16][CH2:17][CH3:18]. Procedure details: The title compound (22 mg, 49%) was prepared analogously to example 1 by coupling of 1-(4-chloro-3-ethoxy-benzyl)piperidin-4-ylamine with 3-methylsulfonyl benzoic acid. MS: 451.4 (MH+)